From a dataset of the Open Reaction Database (ORD), a public repository of structured organic reaction records. describe an organic reaction: reactants, conditions, products, and yield Starting materials: C(#N)[C@H](CC1=CC=C(C=C1)I)NC(=O)C1(CCOCC1)NC(OC(C)(C)C)=O ((S)-tert-Butyl 4-(1-cyano-2-(4-iodophenyl)ethylcarbamoyl)tetrahydro-2H-pyran-4-ylcarbamate), C(C)(=O)[O-].[K+] (potassium acetate), CC1(OB(OC1(C)C)C=1C=CC2=C(NC(O2)=O)C1)C (5-(4,4,5,5-Tetramethyl-1,3,2-dioxaborolan-2-yl)benzo[d]oxazol-2(3H)-one), 1,1 bis(di-tert-butylphosphino)ferrocene palladium dichloride. Run in C(C)#N (acetonitrile), O (water), O (water). Run at temperature 90 celsius. Product: C(#N)[C@H](CC1=CC=C(C=C1)C=1C=CC2=C(NC(O2)=O)C1)NC(=O)C1(CCOCC1)NC(OC(C)(C)C)=O ((S)-tert-Butyl 4-(1-cyano-2-(4-(2-oxo-2,3-dihydrobenzo[d]oxazol-5-yl)phenyl)ethylcarbamoyl)tetrahydro-2H-pyran-4-ylcarbamate). Isolated yield 52.6%. Reaction SMILES: [C:1]([C@@H:3]([NH:12][C:13]([C:15]1([NH:21][C:22](=[O:28])[O:23][C:24]([CH3:27])([CH3:26])[CH3:25])[CH2:20][CH2:19][O:18][CH2:17][CH2:16]1)=[O:14])[CH2:4][C:5]1[CH:10]=[CH:9][C:8](I)=[CH:7][CH:6]=1)#[N:2].C([O-])(=O)C.[K+].CC1(C)C(C)(C)OB([C:42]2[CH:43]=[CH:44][C:45]3[O:49][C:48](=[O:50])[NH:47][C:46]=3[CH:51]=2)O1>C(#N)C.O>[C:1]([C@@H:3]([NH:12][C:13]([C:15]1([NH:21][C:22](=[O:28])[O:23][C:24]([CH3:27])([CH3:26])[CH3:25])[CH2:20][CH2:19][O:18][CH2:17][CH2:16]1)=[O:14])[CH2:4][C:5]1[CH:10]=[CH:9][C:8]([C:42]2[CH:43]=[CH:44][C:45]3[O:49][C:48](=[O:50])[NH:47][C:46]=3[CH:51]=2)=[CH:7][CH:6]=1)#[N:2] |f:1.2|. Procedure details: (S)-tert-Butyl 4-(1-cyano-2-(4-iodophenyl)ethylcarbamoyl)tetrahydro-2H-pyran-4-ylcarbamate (Example 15, step (i), 300 mg), potassium acetate (177 mg) and 5-(4,4,5,5-tetramethyl-1,3,2-dioxaborolan-2-yl)benzo[d]oxazol-2(3H)-one (Example 33, step (i), 157 mg) in a mixture of acetonitrile (25 mL) and water (10 mL) under a nitrogen atmosphere, was treated with 1,1 bis(di-tert-butylphosphino)ferrocene palladium dichloride (12 mg) and the mixture stirred and heated 90° C. for 18 h. The reaction mixture...